Dataset: the Open Reaction Database (ORD), a public repository of structured organic reaction records. Task: describe an organic reaction: reactants, conditions, products, and yield The reactants are CS(=O)(=O)OCCCCCCOC1=CC2=CC=CC=C2C=C1 (6-(2-naphthyloxy)-1-hexanol O-methanesulfonate), NC1=CC=C(C(=O)OCC)C=C1 (ethyl 4-aminobenzoate). Run in CN(P(=O)(N(C)C)N(C)C)C (hexamethylphosphoramide), O (water). The product is C1=C(C=CC2=CC=CC=C12)OCCCCCCNC1=CC=C(C(=O)OCC)C=C1 (Ethyl p-{[6-(2-naphthyloxy)hexyl]amino}benzoate). The yield is 63.4%. RXN SMILES: CS(O[CH2:6][CH2:7][CH2:8][CH2:9][CH2:10][CH2:11][O:12][C:13]1[CH:22]=[CH:21][C:20]2[C:15](=[CH:16][CH:17]=[CH:18][CH:19]=2)[CH:14]=1)(=O)=O.[NH2:23][C:24]1[CH:34]=[CH:33][C:27]([C:28]([O:30][CH2:31][CH3:32])=[O:29])=[CH:26][CH:25]=1>CN(C)P(N(C)C)(N(C)C)=O.O>[CH:14]1[C:15]2[C:20](=[CH:19][CH:18]=[CH:17][CH:16]=2)[CH:21]=[CH:22][C:13]=1[O:12][CH2:11][CH2:10][CH2:9][CH2:8][CH2:7][CH2:6][NH:23][C:24]1[CH:25]=[CH:26][C:27]([C:28]([O:30][CH2:31][CH3:32])=[O:29])=[CH:33][CH:34]=1. Procedure details: A solution of 10.0 g of 6-(2-naphthyloxy)-1-hexanol O-methanesulfonate and 9.7 g of ethyl 4-aminobenzoate in 50 ml of hexamethylphosphoramide is heated at 110° C. for 16 hours. The solution is cooled, diluted with water, filtered and the solid washed with ethanol and water to give 7.7 g of product. Recrystallization from ethanol and once from acetone-hexane gives crystals, mp 109°-110° C.